This data is from the Open Reaction Database (ORD), a public repository of structured organic reaction records. The task is: describe an organic reaction: reactants, conditions, products, and yield Reactants: 10.5, OO (hydrogen peroxide), C([O-])([O-])=O.[Na+].[Na+] (sodium carbonate), [OH-].[Na+] (sodium hydroxide). Yields the product C(=O)([O-])[O-].C(=O)([O-])[O-].OO.OO.OO.[Na+].[Na+].[Na+].[Na+] (sodium percarbonate). As a reaction SMILES: [C:1](=[O:4])([O-:3])[O-:2].[Na+:5].[Na+].[OH-:7].[Na+].[OH:9]O>>[C:1]([O-:4])([O-:3])=[O:2].[C:1]([O-:4])([O-:3])=[O:2].[OH:7][OH:9].[OH:7][OH:9].[OH:7][OH:9].[Na+:5].[Na+:5].[Na+:5].[Na+:5] |f:0.1.2,3.4,6.7.8.9.10.11.12.13.14|. Procedure details: We have found that one convenient way of obtaining a pH in the range of 10.5 to 11.5 is to use sodium carbonate or sodium hydroxide. According to a modification of the process the hydrogen peroxide is provided in situ by dissolution of sodium percarbonate, (food and drug grade). By sodium percarbonate we mean the addition product of hydrogen peroxide and sodium carbonate having the stoichiometric composition Na2CO3.3/2H2O2. Generally speaking bleaching using an equivalent amount of sodium percar... The reactants are C(#N)C1=CC=CC2=C(C=CC=C12)OC (1-Cyano-5-Methoxy-naphthalene), S(O)(O)(=O)=O (sulfuric acid), [OH-].[NH4+] (ammonium hydroxide). Solvent: O (H2O). The product is C(N)(=O)C1=CC=CC2=C(C=CC=C12)OC (1-Carbamoyl-5-methoxy-naphthalene). Reaction SMILES: [C:1]([C:3]1[C:12]2[C:7](=[C:8]([O:13][CH3:14])[CH:9]=[CH:10][CH:11]=2)[CH:6]=[CH:5][CH:4]=1)#[N:2].S(=O)(=O)(O)[OH:16].[OH-].[NH4+]>O>[C:1]([C:3]1[C:12]2[C:7](=[C:8]([O:13][CH3:14])[CH:9]=[CH:10][CH:11]=2)[CH:6]=[CH:5][CH:4]=1)(=[O:16])[NH2:2] |f:2.3|. Procedure: 1-Cyano-5-Methoxy-naphthalene (36 g) is stirred with concentrated sulfuric acid (250 ml) and H2O (20 ml) on a steam bath for two hours and is allowed to cool. The reaction mixture is poured into a slurry of crushed ice and concentrated ammonium hydroxide (250 ml). The mixture is extracted with methylene chloride and the organic extract dried, filtered and evaporated, yielding the desired amide as a solid. The reactants are C(C)OC(CCNC(C1=CC=C(C=C1)N1CCC(CC1)=O)=O)=O (3-[4-(4-Oxo-piperidine-1-yl)-benzoylamino]-propionic acid ethyl ester), NC[C@H](O)C=1C=CC(=C(C1)NS(=O)(=O)C)O (N-[5-((1R)-2-amino-1-hydroxy-ethyl)-2-hydroxy-phenyl]-methanesulfonamide). Product: C(C)OC(CCNC(C1=CC=C(C=C1)N1CCC(CC1)NC[C@@H](C1=CC(=C(C=C1)O)NS(=O)(=O)C)O)=O)=O (Ethyl3-[(4-{4-[((2R)-2-hydroxy-2-{4-hydroxy-3-[(methylsulfonyl)amino]phenyl}-ethyl)amino]-1-piperidineyl}benzoyl)amino]propanoate). As a reaction SMILES: [CH2:1]([O:3][C:4](=[O:23])[CH2:5][CH2:6][NH:7][C:8](=[O:22])[C:9]1[CH:14]=[CH:13][C:12]([N:15]2[CH2:20][CH2:19][C:18](=O)[CH2:17][CH2:16]2)=[CH:11][CH:10]=1)[CH3:2].[NH2:24][CH2:25][C@@H:26]([C:28]1[CH:29]=[CH:30][C:31]([OH:39])=[C:32]([NH:34][S:35]([CH3:38])(=[O:37])=[O:36])[CH:33]=1)[OH:27]>>[CH2:1]([O:3][C:4](=[O:23])[CH2:5][CH2:6][NH:7][C:8](=[O:22])[C:9]1[CH:14]=[CH:13][C:12]([N:15]2[CH2:20][CH2:19][CH:18]([NH:24][CH2:25][C@H:26]([OH:27])[C:28]3[CH:29]=[CH:30][C:31]([OH:39])=[C:32]([NH:34][S:35]([CH3:38])(=[O:37])=[O:36])[CH:33]=3)[CH2:17][CH2:16]2)=[CH:11][CH:10]=1)[CH3:2]. Reported procedure: The title compound was prepared from 3-[4-(4-oxo-piperidine-1-yl)-benzoylamino]-propionic acid ethyl ester (which was obtained in Example 158) and N-[5-((1R)-2-amino-1-hydroxy-ethyl)-2-hydroxy-phenyl]-methanesulfonamide (which was obtained in Example 10) according to the procedure of Example 179 as a white solid; mp >95° C. (decomposed); 1H NMR (300 MHz, DMSO-d6) δ 1.17 (t, J=7.1 Hz, 3H), 1.40-1.60 (m, 2H), 1.90-2.10 (m, 2H), 2.54 (t, J=7.0 Hz, 2H), 2.70-2.95 (m, 5H), 2.94 (s, 3H), 3.35-3.50 (m,... Starting materials: Brc1ccc2[nH]ncc2c1, C1CCOC1, Cl, [H-], CI, [Na+]. Product: Cn1ncc2cc(Br)ccc21. Reaction SMILES: [Br:1][c:2]1[cH:3][c:4]2[cH:5][n:6][nH:7][c:8]2[cH:9][cH:10]1.[CH2:16]1[O:17][CH2:18][CH2:19][CH2:20]1.[ClH:15].[H-:12].[I:13][CH3:14].[Na+:11]>>[Br:1][c:2]1[cH:3][c:4]2[cH:5][n:6][n:7]([CH3:14])[c:8]2[cH:9][cH:10]1. Reactants: CNN (methylhydrazine), Cl (hydrochloric acid), FC(C(CC(=O)OCC)=O)F (ethyl difluoroacetoacetate). The solvent is C(C)O (ethanol). The product is FC(C1=NN(C(=C1)O)C)F (3-difluoromethyl-1-methyl-1H-pyrazol-5-ol). The yield is 33.3%. As a reaction SMILES: [CH3:1][NH:2][NH2:3].Cl.[F:5][CH:6]([F:15])[C:7](=O)[CH2:8][C:9](OCC)=[O:10]>C(O)C>[F:5][CH:6]([F:15])[C:7]1[CH:8]=[C:9]([OH:10])[N:2]([CH3:1])[N:3]=1. Procedure: 8.3 g (180.6 mmoles) of methylhydrazine and 5 ml of concentrated hydrochloric acid were added to a solution of 30.0 g (180.6 mmoles) of ethyl difluoroacetoacetate dissolved in 200 ml of ethanol. The mixture was refluxed for 2 days with heating, to give rise to a reaction. After the completion of the reaction, the reaction mixture was subjected to vacuum distillation to remove the most part of the solvent contained therein. The residue was poured into water. The mixture was allowed to have a pH o... Starting materials: COC(=O)CC1=CC=C(OC[C@H]2C[C@@H]3N(CCN(C3)C3=NC=C(C=C3)Cl)C2)C=C1 ((7S,8aS)-7-(4-((methoxycarbonyl)methyl)phenoxy)methyl-2-(5-chloropyridin-2-yl)-1,2,3,4,6,7,8,8a-octahydro-pyrrolo[1,2-a]pyrazine), ice, [H-].[Al+3].[Li+].[H-].[H-].[H-] (lithium aluminum hydride). The solvent is C(C)OCC (ethyl ether), C(C)OCC (ethyl ether). Reaction conditions: time 30 minute. Product: OCCC1=CC=C(OC[C@H]2C[C@@H]3N(CCN(C3)C3=NC=C(C=C3)Cl)C2)C=C1 ((7S,8aS)-7-(4-(2-Hydroxyethyl)phenoxy)methyl-2-(5-chloropyridin-2-yl)-1,2,3,4,6,7,8,8a-octahydro-pyrrolo[1,2-a]pyrazine). Isolated yield 101.6%. As a reaction SMILES: C[O:2][C:3]([CH2:5][C:6]1[CH:29]=[CH:28][C:9]([O:10][CH2:11][C@@H:12]2[CH2:27][N:15]3[CH2:16][CH2:17][N:18]([C:20]4[CH:25]=[CH:24][C:23]([Cl:26])=[CH:22][N:21]=4)[CH2:19][C@@H:14]3[CH2:13]2)=[CH:8][CH:7]=1)=O.[H-].[Al+3].[Li+].[H-].[H-].[H-]>C(OCC)C>[OH:2][CH2:3][CH2:5][C:6]1[CH:7]=[CH:8][C:9]([O:10][CH2:11][C@@H:12]2[CH2:27][N:15]3[CH2:16][CH2:17][N:18]([C:20]4[CH:25]=[CH:24][C:23]([Cl:26])=[CH:22][N:21]=4)[CH2:19][C@@H:14]3[CH2:13]2)=[CH:28][CH:29]=1 |f:1.2.3.4.5.6|. Reported procedure: A solution of 0.15 g (0.33 mmol) of (7S,8aS)-7-(4-((methoxycarbonyl)methyl)phenoxy)methyl-2-(5-chloropyridin-2-yl)-1,2,3,4,6,7,8,8a-octahydro-pyrrolo[1,2-a]pyrazine (Example 13d) in 15 mL of anhydrous ethyl ether was added dropwise to an ice-cold suspension of 0.027 g (0.65 mmol) of lithium aluminum hydride in 15 mL of anhydrous ethyl ether and the mixture stirred for 30 min. The reaction was carefully quenched at 0° C. with 0.027 mL of water, 0.027 mL of 15% sodium hydroxide, and 0.081 mL of wa... Starting materials: N1NCCCC1 (hexahydropyridazine), N1NCCC=C1 (tetrahydropyridazine), N1NCCC=C1 (tetrahydropyridazine), N1NCCCC1 (Hexahydropyridazine), N1CCCC1 (pyrrolidine), NN1CCCC1 (1-aminopyrrolidine), [H][H] (hydrogen), NN1CCCC1 (1-aminopyrrolidine), N1NCCCC1 (hexahydropyridazine), N1NC(CC=C1)CO (tetrahydropyridazine methanol), N1NCCC=C1 (tetrahydropyridazine). The reagents and catalysts are [Pd] (palladium/carbon). Solvent: CO (methanol), CO (methanol). Reaction conditions: time 5 day. Product: NC1C=CN2C=CC=C12 (1-aminopyrrolizine), N1NCCC=C1 (tetrahydropyridazine). Reaction SMILES: [H][H].[NH:3]1[CH:8]=[CH:7][CH2:6][CH:5]([CH2:9]O)N1.N1C=C[CH2:14][CH2:13]N1.[NH:17]1CCCCN1.[NH2:23][N:24]1[CH2:28][CH2:27][CH2:26][CH2:25]1.N1CCCC1>[Pd].CO>[NH2:17][CH:6]1[C:5]2[N:3]([CH:13]=[CH:14][CH:9]=2)[CH:8]=[CH:7]1.[NH:24]1[CH:28]=[CH:27][CH2:26][CH2:25][NH:23]1. Procedure details: A reactor was charged with 0.0675 g of 5% palladium/carbon and 3.9 g of methanol, hydrogen substitution was carried out, and the catalyst was activated. Then, 2.8 g of a tetrahydropyridazine methanol solution [composition: tetrahydropyridazine 23.77% by weight, 0.67 g (0.008 mole), pyrrolidine 1.61% by weight, 0.05 g (0.0006 mole), 1-aminopyrrolidine 1.36% by weight, 0.04 g (0.0004 mole)] was added to adjust it to a 10% by weight methanol solution of tetrahydropyridazine. Thereafter, at room tem... The reactants are N(=[N+]=[N-])[Si](C)(C)C (azidotrimethylsilane), CN(C=O)C (dimethylformamide), C(CC#C)OCC(=O)N1CC=2N=C(N=CC2C1)NC1CC2=CC=CC=C2C1 (2-(but-3-yn-1-yloxy)-1-[2-(2,3-dihydro-1H-inden-2-ylamino)-5,7-dihydro-6H-pyrrolo[3,4-d]pyrimidin-6-yl]ethanone), [Na].O=C1C(O)=C(O)[C@H](O1)[C@@H](O)CO (L-ascorbic acid sodium salt). The reagents and catalysts are O.O.O.O.O.S(=O)(=O)([O-])[O-].[Cu+2] (copper (II) sulfate pentahydrate). The solvent is O (water). Reaction conditions: temperature 23 celsius. Product: C1C(CC2=CC=CC=C12)NC=1N=CC2=C(N1)CN(C2)C(COCCC=2N=NNC2)=O (1-[2-(2,3-dihydro-1H-inden-2-ylamino)-5,7-dihydro-6H-pyrrolo[3,4-d]pyrimidin-6-yl]-2-[2-(1H-1,2,3-triazol-4-yl)ethoxy]ethanone). Yield: 30.2%. RXN SMILES: CN(C)C=O.[CH2:6]([O:10][CH2:11][C:12]([N:14]1[CH2:22][C:21]2[CH:20]=[N:19][C:18]([NH:23][CH:24]3[CH2:32][C:31]4[C:26](=[CH:27][CH:28]=[CH:29][CH:30]=4)[CH2:25]3)=[N:17][C:16]=2[CH2:15]1)=[O:13])[CH2:7][C:8]#[CH:9].[Na].O=C1O[C@H]([C@H](CO)O)C(O)=C1O.[N:46]([Si](C)(C)C)=[N+:47]=[N-:48]>O.O.O.O.O.S([O-])([O-])(=O)=O.[Cu+2].O>[CH2:25]1[C:26]2[C:31](=[CH:30][CH:29]=[CH:28][CH:27]=2)[CH2:32][CH:24]1[NH:23][C:18]1[N:19]=[CH:20][C:21]2[CH2:22][N:14]([C:12](=[O:13])[CH2:11][O:10][CH2:6][CH2:7][C:8]3[N:46]=[N:47][NH:48][CH:9]=3)[CH2:15][C:16]=2[N:17]=1 |f:2.3,5.6.7.8.9.10.11,^1:32|. Procedure: Add dimethylformamide (27 mL) and water (27 mL) to a flask containing 2-(but-3-yn-1-yloxy)-1-[2-(2,3-dihydro-1H-inden-2-ylamino)-5,7-dihydro-6H-pyrrolo[3,4-d]pyrimidin-6-yl]ethanone (2.90 g, 8.00 mmol). Add copper (II) sulfate pentahydrate (400 mg, 1.60 mmol) and L-ascorbic acid sodium salt (3.17 g, 16.0 mmol). Evacuate flask and backfill with nitrogen (×2), then add azidotrimethylsilane (7.37 g, 8.53 mL, 64.0 mmol) and heat the reaction to 90° C. for 70 minutes. Cool the reaction mixture to 23°... Starting materials: ClC1=C2C3(C(N(C2=CC=C1)CC(=O)OCC)=O)C1=C(OC3)C=C3OCCC3=C1 (ethyl (4′-chloro-2′-oxo-5,6-dihydrospiro[benzo[1,2-b:5,4-b′]difuran-3,3′-indol]-1′(2′H)-yl)acetate), O=C1N(C2=CC=CC=C2C12COC=1C2=CC2=C(OCO2)C1)CC(=O)OCC (ethyl (2′-oxospiro[furo[2,3-f][1,3]benzodioxole-7,3′-indol]-1′(2′H)-yl)acetate). The product is ClC1=C2C3(C(N(C2=CC=C1)CC(=O)O)=O)C1=C(OC3)C=C3OCCC3=C1 ((4′-chloro-2′-oxo-5,6-dihydrospiro[benzo[1,2-b:5,4-b′]difuran-3,3′-indol]-1′(2′H)-yl)acetic acid). Isolated yield 92.0%. Reaction SMILES: [Cl:1][C:2]1[CH:10]=[CH:9][CH:8]=[C:7]2[C:3]=1[C:4]1([CH2:21][O:20][C:19]3[CH:22]=[C:23]4[C:27](=[CH:28][C:18]1=3)[CH2:26][CH2:25][O:24]4)[C:5](=[O:17])[N:6]2[CH2:11][C:12]([O:14]CC)=[O:13].O=C1C2(C3=CC4OCOC=4C=C3OC2)C2C(=CC=CC=2)N1CC(OCC)=O>>[Cl:1][C:2]1[CH:10]=[CH:9][CH:8]=[C:7]2[C:3]=1[C:4]1([CH2:21][O:20][C:19]3[CH:22]=[C:23]4[C:27](=[CH:28][C:18]1=3)[CH2:26][CH2:25][O:24]4)[C:5](=[O:17])[N:6]2[CH2:11][C:12]([OH:14])=[O:13]. Procedure details: Following the procedure as described in EXAMPLE 2, and making non-critical variations using ethyl (4′-chloro-2′-oxo-5,6-dihydrospiro[benzo[1,2-b:5,4-b′]difuran-3,3′-indol]-1′(2′H)-yl)acetate to replace ethyl (2′-oxospiro[furo[2,3-f][1,3]benzodioxole-7,3′-indol]-1′(2′H)-yl)acetate, the title compound was obtained in 92% yield as a colorless solid: mp 228-229° C.; 1H NMR (300 MHz, CDCl3) δ 7.26-7.21 (m, 1H), 7.03 (dd, 1H), 6.71 (dd, 1H), 6.52 (s, 1H), 6.36 (s, 1H), 4.93 (dd, 2H), 4.69-4.63 (m, 1H)... Starting materials: NC1=NC(=C2NC=NC2=N1)Cl (2-Amino-6-chloropurine), C(C)OC(C(CCBr)O)=O (4-bromo-2-hydroxybutyric acid ethyl ester), C([O-])([O-])=O.[K+].[K+] (potassium carbonate). Solvent: CN(C=O)C (dimethyl formamide). Run at time 65 hour. The product is C(C)OC(C(CCN1C2=NC(=NC(=C2N=C1)Cl)N)O)=O (4-(2-amino-6-chloropurin-9-yl)-2-hydroxybutyric acid ethyl ester). Yield: 40.0%. As a reaction SMILES: [NH2:1][C:2]1[N:10]=[C:9]2[C:5]([NH:6][CH:7]=[N:8]2)=[C:4]([Cl:11])[N:3]=1.[CH2:12]([O:14][C:15](=[O:21])[CH:16]([OH:20])[CH2:17][CH2:18]Br)[CH3:13].C(=O)([O-])[O-].[K+].[K+]>CN(C)C=O>[CH2:12]([O:14][C:15](=[O:21])[CH:16]([OH:20])[CH2:17][CH2:18][N:8]1[CH:7]=[N:6][C:5]2[C:9]1=[N:10][C:2]([NH2:1])=[N:3][C:4]=2[Cl:11])[CH3:13] |f:2.3.4|. Procedure: 2-Amino-6-chloropurine (0.509 g, 3.00 mmole), 4-bromo-2-hydroxybutyric acid ethyl ester (0.633 g, 3.00 mmole; prepared according to Example 1) and anhydrous potassium carbonate (0.415 g, 3.00 mmole) were mixed with 10 g of dimethyl formamide and the mixture stirred at room temperature during 65 hours. The mixture was then filtered and the filtrate evaporated at a pressure of 0.1 mm Hg. The crystalline residue was triturated with 8 ml of chloroform and the undissolved material filtered off and wa...